This data is from the Open Reaction Database (ORD), a public repository of structured organic reaction records. The task is: describe an organic reaction: reactants, conditions, products, and yield Starting materials: CC(C)(C)[Si](C)(C)Cl, ClCCl, CN(C)c1ccccn1, CCN(C(C)C)C(C)C, COc1cc(F)c(F)cc1O. Product: COc1cc(F)c(F)cc1O[Si](C)(C)C(C)(C)C. Reaction SMILES: [C:21]([CH3:22])([CH3:23])([CH3:24])[Si:25]([CH3:26])([CH3:27])[Cl:28].[CH2:38]([Cl:39])[Cl:40].[CH3:29][N:30]([c:31]1[cH:32][cH:33][cH:34][cH:35][n:36]1)[CH3:37].[CH:12]([N:13]([CH2:14][CH3:15])[CH:16]([CH3:17])[CH3:18])([CH3:19])[CH3:20].[F:1][c:2]1[cH:3][c:4]([O:10][CH3:11])[c:5]([OH:9])[cH:6][c:7]1[F:8]>>[F:1][c:2]1[cH:3][c:4]([O:10][CH3:11])[c:5]([O:9][Si:25]([C:21]([CH3:22])([CH3:23])[CH3:24])([CH3:26])[CH3:27])[cH:6][c:7]1[F:8].